Dataset: the Open Reaction Database (ORD), a public repository of structured organic reaction records. Task: describe an organic reaction: reactants, conditions, products, and yield Starting materials: ON=C(C(=O)OCC)C(C)=O (Ethyl 2-hydroxyimino-3-oxobutyrate), C([O-])([O-])=O.[K+].[K+] (potassium carbonate), C(C(C)C)Br (iso-butyl bromide). The solvent is CN(C=O)C (N,N-dimethylformamide). Product: C(C(C)C)ON=C(C(=O)OCC)C(C)=O (ethyl 2-iso-butoxyimino-3-oxo-butyrate). Isolated yield 77.6%. As a reaction SMILES: [OH:1][N:2]=[C:3]([C:9](=[O:11])[CH3:10])[C:4]([O:6][CH2:7][CH3:8])=[O:5].C(=O)([O-])[O-].[K+].[K+].[CH2:18](Br)[CH:19]([CH3:21])[CH3:20]>CN(C)C=O>[CH2:18]([O:1][N:2]=[C:3]([C:9](=[O:11])[CH3:10])[C:4]([O:6][CH2:7][CH3:8])=[O:5])[CH:19]([CH3:21])[CH3:20] |f:1.2.3|. Reported procedure: Ethyl 2-hydroxyimino-3-oxobutyrate (syn isomer, 40 g.), N,N-dimethylformamide (200 ml.), potassium carbonate (52.7 g.) and iso-butyl bromide (34.94 g.) were treated in a similar manner to that of Example F-(1) to give ethyl 2-iso-butoxyimino-3-oxo-butyrate (syn isomer, 42 g.). The reactants are C(C)C1OC2=C3C(NC1)=C1CCCCC1=NC3=CC=C2 (3-ethyl-2,3,9,10,11,12-hexahydro-1H-quino[4,3,2-ef][1,4]benzoxazepine), CC(C)([O-])C.[K+] (potassium t-butoxide), C(C1=CC=CC=C1)Br (benzyl bromide). The solvent is O1CCCC1 (tetrahydrofuran). Run at time 15 minute. Product: C(C1=CC=CC=C1)N1C(C(OC2=C3C1=C1CCCCC1=NC3=CC=C2)CC)=O (1-benzyl-3-ethyl-1,3,9,10,11,12-hexahydro-2H-quino[4,3,2-ef][1,4]benzoxazepin-2-one). Yield: 71.0%. Reaction SMILES: [CH2:1]([CH:3]1[CH2:9][NH:8][C:7]2=[C:10]3[C:15](=[N:16][C:17]4=[CH:18][CH:19]=[CH:20][C:5](=[C:6]24)[O:4]1)[CH2:14][CH2:13][CH2:12][CH2:11]3)[CH3:2].CC(C)([O-:24])C.[K+].[CH2:27](Br)[C:28]1[CH:33]=[CH:32][CH:31]=[CH:30][CH:29]=1>O1CCCC1>[CH2:27]([N:8]1[C:7]2=[C:10]3[C:15](=[N:16][C:17]4=[CH:18][CH:19]=[CH:20][C:5](=[C:6]24)[O:4][CH:3]([CH2:1][CH3:2])[C:9]1=[O:24])[CH2:14][CH2:13][CH2:12][CH2:11]3)[C:28]1[CH:33]=[CH:32][CH:31]=[CH:30][CH:29]=1 |f:1.2|. Procedure: To a solution of 3-ethyl-2,3,9,10,11,12-hexahydro-1H-quino[4,3,2-ef][1,4]benzoxazepine (5.0 g) in dry tetrahydrofuran (150 ml) was added potassium t-butoxide (3.0 g). The mixture was stirred for 15 mins, benzyl bromide (3.16 ml) was added, and the reaction mixture was stirred at room temperature overnight. The reaction mixture was heated at reflux for 1.5 hrs, allowed to cool, concentrated and diluted with saturated sodium bicarbonate solution (250 ml). The mixture was extracted twice with ethyl... Starting materials: [N+](=O)([O-])C1=C(C=CC=C1)O (2-nitrophenol), N-Boc-D-cHyp(Tosyloxy)-OMe, [OH-].[K+] (KOH). The product is [N+](=O)([O-])C1=C(C=CC=C1)OC1=C(C=CC=C1)[N+](=O)[O-] (2-nitrophenyl ether), D-trans-hydroxyproline methyl ester. The yield is 14.0%. Reaction SMILES: [OH-:1].[K+].[N+:3]([C:6]1[CH:11]=[CH:10][CH:9]=[CH:8][C:7]=1[OH:12])([O-:5])=[O:4]>>[N+:3]([C:6]1[CH:11]=[CH:10][CH:9]=[CH:8][C:7]=1[O:12][C:7]1[CH:8]=[CH:9][CH:10]=[CH:11][C:6]=1[N+:3]([O-:4])=[O:1])([O-:5])=[O:4] |f:0.1|. Procedure: From N-Boc-D-cHyp(Tosyloxy)-OMe (5.27 mmol, 2.50 g), powdered KOH (13.2 mmol, 0.74 g), and 2-nitrophenol (13.2 mmol, 1.83 g), held at reflux for 6 days, the 2-nitrophenyl ether of D-trans-hydroxyproline methyl ester (0.29 g, 14%) was obtained. Purification by column chromatography (silica ge, ethyl acetate/hexane mixtures) yielded no pure fractions. All fractions bearing product were combined and purified in three equal portions using the chromatotron (4 mm silica gel plates) and a mixture of et...